From a dataset of the Open Reaction Database (ORD), a public repository of structured organic reaction records. describe an organic reaction: reactants, conditions, products, and yield Starting materials: CN(C)C=O, Clc1cnc2ccccc2n1, [H-], [H][H], [Na+], O, COC(=O)C(C)Oc1ccc(O)cc1. Product: COC(=O)C(C)Oc1ccc(Oc2cnc3ccccc3n2)cc1. Reaction SMILES: [CH3:31][N:32]([CH3:33])[CH:34]=[O:35].[Cl:19][c:20]1[n:21][c:22]2[cH:23][cH:24][cH:25][cH:26][c:27]2[n:28][cH:29]1.[H-:15].[H:17][H:18].[Na+:16].[OH2:30].[OH:1][c:2]1[cH:3][cH:4][c:5]([O:6][CH:7]([C:8](=[O:9])[O:10][CH3:11])[CH3:12])[cH:13][cH:14]1>>[O:1]([c:2]1[cH:3][cH:4][c:5]([O:6][CH:7]([C:8](=[O:9])[O:10][CH3:11])[CH3:12])[cH:13][cH:14]1)[c:20]1[n:21][c:22]2[cH:23][cH:24][cH:25][cH:26][c:27]2[n:28][cH:29]1. Reactants: N1=CC(=CC=C1)N1N=CC(=C1)C1=CC=CC(=N1)C#N (6-(1-pyridin-3-yl-1H-pyrazol-4-yl)pyridine-2-carbonitrile), ammonium sulphide. Solvent: N1=CC=CC=C1 (pyridine). Conditions: time 1 hour. Yields the product N1=CC(=CC=C1)N1N=CC(=C1)C1=CC=CC(=N1)C(N)=S (6-(1-Pyridin-3-yl-1H-pyrazol-4-yl)pyridine-2-carbothioamide). Reaction SMILES: [N:1]1[CH:6]=[CH:5][CH:4]=[C:3]([N:7]2[CH:11]=[C:10]([C:12]3[N:17]=[C:16]([C:18]#[N:19])[CH:15]=[CH:14][CH:13]=3)[CH:9]=[N:8]2)[CH:2]=1.[NH4+]=[S:21]>N1C=CC=CC=1>[N:1]1[CH:6]=[CH:5][CH:4]=[C:3]([N:7]2[CH:11]=[C:10]([C:12]3[N:17]=[C:16]([C:18](=[S:21])[NH2:19])[CH:15]=[CH:14][CH:13]=3)[CH:9]=[N:8]2)[CH:2]=1. Procedure: With heating, 1 g (4 mmol) of 6-(1-pyridin-3-yl-1H-pyrazol-4-yl)pyridine-2-carbonitrile was dissolved in 30 ml of pyridine, and 1.5 ml of ammonium sulphide (40% strength aqueous solution, corresponds to 8.8 mmol) were added. After 1 h, the mixture was concentrated by evaporation. The residue was recrystallized from ethanol with filtration of the hot mixture, the filtrate was concentrated slightly and the precipitate formed was filtered off with suction, washed with MTBE and dried on a rotary eva... Starting materials: N(=[N+]=[N-])CC(CC1=CC=C(C=C1)OC)O (1-azido-3-(4-methoxy-phenyl)-propan-2-ol), [H][H] (hydrogen). The reagents and catalysts are [OH-].[OH-].[Pd+2] (Pd(OH)2/C). The solvent is CO (methanol). Product: NCC(CC1=CC=C(C=C1)OC)O (1-Amino-3-(4-methoxy-phenyl)-propan-2-ol). RXN SMILES: [N:1]([CH2:4][CH:5]([OH:15])[CH2:6][C:7]1[CH:12]=[CH:11][C:10]([O:13][CH3:14])=[CH:9][CH:8]=1)=[N+]=[N-].[H][H]>CO.[OH-].[OH-].[Pd+2]>[NH2:1][CH2:4][CH:5]([OH:15])[CH2:6][C:7]1[CH:12]=[CH:11][C:10]([O:13][CH3:14])=[CH:9][CH:8]=1 |f:3.4.5|. Reported procedure: To a stirring solution of 1-azido-3-(4-methoxy-phenyl)-propan-2-ol (1.3 g, 6.3 mmol) in 50 mL methanol under a nitrogen atmosphere was added 10 mg of 10% Pd(OH)2/C. The mixture was stirred under a balloon atmosphere of hydrogen for 18 h. The reaction mixture was filtered through a bed of celite, and the filtrate reduced to a clear oil under reduced pressure. M+1=170. Reactants: [BH4-], CNc1ccc(Cl)cc1C(=O)c1ccccc1Cl, [Na+], C1CCOC1, O. The product is CNc1ccc(Cl)cc1C(O)c1ccccc1Cl. RXN SMILES: [BH4-:1].[Cl:3][c:4]1[c:5]([C:10]([c:11]2[c:12]([NH:18][CH3:19])[cH:13][cH:14][c:15]([Cl:17])[cH:16]2)=[O:20])[cH:6][cH:7][cH:8][cH:9]1.[Na+:2].[O:22]1[CH2:23][CH2:24][CH2:25][CH2:26]1.[OH2:21]>>[Cl:3][c:4]1[c:5]([CH:10]([c:11]2[c:12]([NH:18][CH3:19])[cH:13][cH:14][c:15]([Cl:17])[cH:16]2)[OH:20])[cH:6][cH:7][cH:8][cH:9]1. As a reaction SMILES: C[O:2][C:3]([C:5]1[CH:10]=[CH:9][C:8]([N:11]=[C:12]2[N:16]([CH2:17][CH:18]([CH3:20])[CH3:19])[C@@H:15]([CH2:21][CH:22]([CH3:24])[CH3:23])[CH2:14][S:13]2)=[C:7]([CH3:25])[CH:6]=1)=[O:4].[Li+].[OH-]>CO.O>[C:3]([C:5]1[CH:10]=[CH:9][C:8]([N:11]=[C:12]2[N:16]([CH2:17][CH:18]([CH3:20])[CH3:19])[C@@H:15]([CH2:21][CH:22]([CH3:24])[CH3:23])[CH2:14][S:13]2)=[C:7]([CH3:25])[CH:6]=1)([OH:4])=[O:2] |f:1.2|. Reactants: COC(=O)C1=CC(=C(C=C1)N=C1SC[C@@H](N1CC(C)C)CC(C)C)C ((4S)-2-(4-methoxycarbonyl-2-methylphenylimino)-3,4-diisobutyl-1,3-thiazolidine), [Li+].[OH-] (LiOH). Solvent: CO (MeOH), O (H2O). Procedure details: To a solution of (4S)-2-(4-methoxycarbonyl-2-methylphenylimino)-3,4-diisobutyl-1,3-thiazolidine (prepared in a manner analogous to that described in Method D2a; 0.035 g, 0.097 mmol) in a mixture of MeOH (1.5 mL) and H2O (1.5 mL) was added LiOH (0.016 g, 0.39 mmol). The resulting mixture was stirred for 2 d at room temp., then was concentrated under reduced pressure. The residue was adjusted to pH 1 with a 1% HCl solution, then extracted with EtOAc (4×10 mL). The combined organic layers were sequ... Yields the product C(=O)(O)C1=CC(=C(C=C1)N=C1SC[C@@H](N1CC(C)C)CC(C)C)C ((4S)-2-(4-carboxy-2-methylphenylimino)-3,4-diisobutyl-1,3-thiazolidine). Yield: 100.0%. Conditions: time 2 day. The reactants are O1C2=C(C=C1CO)C=CC=1C=CC=3C=CC=CC3C12 (Phenanthro[4,3-b]furan-2-methanol). Run in CCO.C(Cl)Cl (EtOH CH2Cl2). Yields the product O1C2=C(C=C1C=O)C=CC=1C=CC=3C=CC=CC3C12 (phenanthro[4,3-b]furan-2-carbaldehyde). The yield is 91.2%. Reaction SMILES: [O:1]1[C:5]([CH2:6][OH:7])=[CH:4][C:3]2[CH:8]=[CH:9][C:10]3[CH:11]=[CH:12][C:13]4[CH:14]=[CH:15][CH:16]=[CH:17][C:18]=4[C:19]=3[C:2]1=2>CCO.C(Cl)Cl>[O:1]1[C:5]([CH:6]=[O:7])=[CH:4][C:3]2[CH:8]=[CH:9][C:10]3[CH:11]=[CH:12][C:13]4[CH:14]=[CH:15][CH:16]=[CH:17][C:18]=4[C:19]=3[C:2]1=2 |f:1.2|. Procedure details: Using the procedure outlined in Example 14B, phenanthro[4,3-b]furan-2-methanol (18A) gave a 91.2% yield of phenanthro[4,3-b]furan-2-carbaldehyde, mp 169°, (C,H), (95% EtOH/CH2Cl2). The reactants are CO, COC(=O)C1Cc2ccccc2N1, N. The product is NC(=O)C1Cc2ccccc2N1. Reaction SMILES: [CH3:15][OH:16].[CH3:1][O:2][C:3](=[O:4])[CH:5]1[NH:6][c:7]2[cH:8][cH:9][cH:10][cH:11][c:12]2[CH2:13]1.[NH3:14]>>[O:2]=[C:3]([CH:5]1[NH:6][c:7]2[cH:8][cH:9][cH:10][cH:11][c:12]2[CH2:13]1)[NH2:14]. Reaction SMILES: [CH2:2]([c:3]1[cH:4][cH:5][cH:6][cH:7][cH:8]1)[O:9][c:10]1[cH:11][c:12]([C:13](=[O:14])[OH:15])[cH:16][c:17]([O:19][CH2:20][c:21]2[cH:22][cH:23][cH:24][cH:25][cH:26]2)[cH:18]1.[CH2:38]1[O:39][CH2:40][CH2:41][CH2:42]1.[Cl-:1].[F:27][C:28]([c:29]1[cH:30][c:31]([NH2:32])[cH:33][cH:34][cH:35]1)([F:36])[F:37]>>[CH2:2]([c:3]1[cH:4][cH:5][cH:6][cH:7][cH:8]1)[O:9][c:10]1[cH:11][c:12]([C:13](=[O:14])[NH:32][c:31]2[cH:30][c:29]([C:28]([F:27])([F:36])[F:37])[cH:35][cH:34][cH:33]2)[cH:16][c:17]([O:19][CH2:20][c:21]2[cH:22][cH:23][cH:24][cH:25][cH:26]2)[cH:18]1. Starting materials: O=C(O)c1cc(OCc2ccccc2)cc(OCc2ccccc2)c1, C1CCOC1, [Cl-], Nc1cccc(C(F)(F)F)c1. Product: O=C(Nc1cccc(C(F)(F)F)c1)c1cc(OCc2ccccc2)cc(OCc2ccccc2)c1. Solvent: O (water). Procedure: By reaction of benzo[1,3]dioxole-5-carbaldehyde with 2-[2-(4-hexylphenyl)ethyl]propane-1,3-diol with acid catalysis on a water separator. Yields the product C(CCCCC)C1=CC=C(C=C1)CCC1COC(OC1)C1=CC2=C(OCO2)C=C1 (5-{5-[2-(4-Hexylphenyl)ethyl]-1,3-dioxan-2-yl}benzo[1,3]dioxole). As a reaction SMILES: [O:1]1[C:5]2[CH:6]=[CH:7][C:8]([CH:10]=[O:11])=[CH:9][C:4]=2[O:3][CH2:2]1.[CH2:12]([C:18]1[CH:23]=[CH:22][C:21]([CH2:24][CH2:25][CH:26]([CH2:29]O)[CH2:27][OH:28])=[CH:20][CH:19]=1)[CH2:13][CH2:14][CH2:15][CH2:16][CH3:17]>O>[CH2:12]([C:18]1[CH:19]=[CH:20][C:21]([CH2:24][CH2:25][CH:26]2[CH2:27][O:28][CH:10]([C:8]3[CH:7]=[CH:6][C:5]4[O:1][CH2:2][O:3][C:4]=4[CH:9]=3)[O:11][CH2:29]2)=[CH:22][CH:23]=1)[CH2:13][CH2:14][CH2:15][CH2:16][CH3:17]. The reactants are O1COC2=C1C=CC(=C2)C=O (benzo[1,3]dioxole-5-carbaldehyde), C(CCCCC)C1=CC=C(C=C1)CCC(CO)CO (2-[2-(4-hexylphenyl)ethyl]propane-1,3-diol). The reactants are O=Cc1ccc(-c2nc3c(Br)cnn3cc2-c2ccccc2)cc1, CC(=O)[O-], CC(=O)[O-], CB(O)O, Cc1ccccc1, ClCCl, [K+], [K+], [K+], O, O=P([O-])([O-])[O-], [Pd+2]. Product: Cc1cnn2cc(-c3ccccc3)c(-c3ccc(C=O)cc3)nc12. RXN SMILES: [Br:1][c:2]1[cH:3][n:4][n:5]2[c:6]1[n:7][c:8](-[c:17]1[cH:18][cH:19][c:20]([CH:21]=[O:22])[cH:23][cH:24]1)[c:9](-[c:11]1[cH:12][cH:13][cH:14][cH:15][cH:16]1)[cH:10]2.[C:48]([O-:49])(=[O:50])[CH3:51].[C:53]([O-:54])(=[O:55])[CH3:56].[CH3:25][B:26]([OH:27])[OH:28].[CH3:37][c:38]1[cH:39][cH:40][cH:41][cH:42][cH:43]1.[Cl:45][CH2:46][Cl:47].[K+:34].[K+:35].[K+:36].[OH2:44].[P:29]([O-:30])([O-:31])([O-:32])=[O:33].[Pd+2:52]>>[c:2]1([CH3:25])[cH:3][n:4][n:5]2[c:6]1[n:7][c:8](-[c:17]1[cH:18][cH:19][c:20]([CH:21]=[O:22])[cH:23][cH:24]1)[c:9](-[c:11]1[cH:12][cH:13][cH:14][cH:15][cH:16]1)[cH:10]2.